The task is: describe an organic reaction: reactants, conditions, products, and yield. This data is from the Open Reaction Database (ORD), a public repository of structured organic reaction records. Starting materials: CC(O)c1ccccc1Cl, COC(=O)c1sc([N+](=O)[O-])cc1O. Product: COC(=O)c1sc([N+](=O)[O-])cc1OC(C)c1ccccc1Cl. As a reaction SMILES: [Cl:14][c:15]1[c:16]([CH:21]([CH3:22])[OH:23])[cH:17][cH:18][cH:19][cH:20]1.[OH:1][c:2]1[c:3]([C:10](=[O:11])[O:12][CH3:13])[s:4][c:5]([N+:7](=[O:8])[O-:9])[cH:6]1>>[O:1]([c:2]1[c:3]([C:10](=[O:11])[O:12][CH3:13])[s:4][c:5]([N+:7](=[O:8])[O-:9])[cH:6]1)[CH:21]([c:16]1[c:15]([Cl:14])[cH:20][cH:19][cH:18][cH:17]1)[CH3:22]. Reactants: BrCC(=O)C1=CC(=C(C=C1)Cl)S(N)(=O)=O (2-bromo-4'-chloro-3'-sulfamoylacetophenone), CNC(=S)NC(C)C (1-methyl-3-isopropylthiourea). The solvent is CC(=O)C (acetone). Reaction conditions: time 1 hour. The product is Br.ClC1=C(C=C(C=C1)C1(N(C(SC1)=NC(C)C)C)O)S(N)(=O)=O (4-(4-Chloro-3-sulfamoylphenyl)-2-isopropylimino-3-methyl-1,3-thiazolidine-4-ol-hydrobromide). As a reaction SMILES: [Br:1][CH2:2][C:3]([C:5]1[CH:10]=[CH:9][C:8]([Cl:11])=[C:7]([S:12](=[O:15])(=[O:14])[NH2:13])[CH:6]=1)=[O:4].[CH3:16][NH:17][C:18]([NH:20][CH:21]([CH3:23])[CH3:22])=[S:19]>CC(C)=O>[BrH:1].[Cl:11][C:8]1[CH:9]=[CH:10][C:5]([C:3]2([OH:4])[CH2:2][S:19][C:18](=[N:20][CH:21]([CH3:23])[CH3:22])[N:17]2[CH3:16])=[CH:6][C:7]=1[S:12](=[O:15])(=[O:14])[NH2:13] |f:3.4|. Reported procedure: 6.1 g of 2-bromo-4'-chloro-3'-sulfamoylacetophenone were heated with 2.4 g of 1-methyl-3-isopropylthiourea in 50 ml of acetone for 10 minutes to 40° C, the separating oil was triturated to form crystals and the crystalline suspension was stirred for 1 hour at room temperature. Colorless solid body: melting point: 195° C (decomposition).